describe an organic reaction: reactants, conditions, products, and yield From a dataset of the Open Reaction Database (ORD), a public repository of structured organic reaction records. Reactants: C1(CC1)COC1=C(C=C(C=C1)S(=O)(=O)C)C=1C=C(C(NC1)=O)C (5-[2-(cyclopropylmethoxy)-5-methylsulfonylphenyl]-3-methyl-1H-pyridin-2-one), BrCC(C)C (1-bromo-2-methylpropane), BrCC1CC1 (bromomethylcyclopropane). Yields the product C1(CC1)COC1=C(C=C(C=C1)S(=O)(=O)C)C=1C=C(C(N(C1)CC(C)C)=O)C (5-[2-(cyclopropylmethoxy)-5-methylsulfonylphenyl]-3-methyl-1-(2-methylpropyl)pyridin-2-one). Reaction SMILES: [CH:1]1([CH2:4][O:5][C:6]2[CH:11]=[CH:10][C:9]([S:12]([CH3:15])(=[O:14])=[O:13])=[CH:8][C:7]=2[C:16]2[CH:17]=[C:18]([CH3:23])[C:19](=[O:22])[NH:20][CH:21]=2)[CH2:3][CH2:2]1.Br[CH2:25][CH:26]([CH3:28])[CH3:27].BrCC1CC1>>[CH:1]1([CH2:4][O:5][C:6]2[CH:11]=[CH:10][C:9]([S:12]([CH3:15])(=[O:14])=[O:13])=[CH:8][C:7]=2[C:16]2[CH:17]=[C:18]([CH3:23])[C:19](=[O:22])[N:20]([CH2:25][CH:26]([CH3:28])[CH3:27])[CH:21]=2)[CH2:3][CH2:2]1. Procedure: The title compound from Example 242, step 1 was reacted in a manner similar to Example 242, step 2 except that 1-bromo-2-methylpropane was substituted for bromomethylcyclopropane to give the title compound. 1H NMR (CDCl3, 400 MHz) δ 7.85-7.82 (m, 2H), 7.56 (s, 1H), 7.53 (s, 1H), 7.03 (d, J=8.4 Hz, 1H), 3.94 (d, J=7.2 Hz, 1H), 3.83 (d, J=7.2 Hz, 1H), 3.07 (s, 3H), 2.30-2.26 (m, 1H), 2.23 (s, 3H), 1.28-1.27 (m, 1H), 1.00 (s, 3H), 0.98 (s, 3H), 0.69-0.65 (m, 2H), 0.38-0.35 (m, 2H). LCMS: 390.2 (M+1... Starting materials: [Li]CCCC, COC(=O)Cc1ccc(SC)c(Cl)c1, CN1CCCN(C)C1=O, CC(C)NC(C)C, ICC1CCOCC1, C1CCOC1. The product is COC(=O)C(CC1CCOCC1)c1ccc(SC)c(Cl)c1. Reaction SMILES: [CH2:8]([Li:9])[CH2:10][CH2:11][CH3:12].[CH3:13][O:14][C:15]([CH2:16][c:17]1[cH:18][c:19]([Cl:25])[c:20]([S:23][CH3:24])[cH:21][cH:22]1)=[O:26].[CH3:40][N:41]1[CH2:42][CH2:43][CH2:44][N:45]([CH3:46])[C:47]1=[O:48].[CH:1]([NH:2][CH:3]([CH3:4])[CH3:5])([CH3:6])[CH3:7].[I:27][CH2:28][CH:29]1[CH2:30][CH2:31][O:32][CH2:33][CH2:34]1.[O:35]1[CH2:36][CH2:37][CH2:38][CH2:39]1>>[CH3:13][O:14][C:15]([CH:16]([c:17]1[cH:18][c:19]([Cl:25])[c:20]([S:23][CH3:24])[cH:21][cH:22]1)[CH2:28][CH:29]1[CH2:30][CH2:31][O:32][CH2:33][CH2:34]1)=[O:26]. Reactants: NC=1C=CC2=C(CN(C(CC2)=O)C)C1 (8-amino-2-methyl-1,2,4,5-tetrahydro-benzo[c]azepin-3-one), ClC1=NC=C(C(=N1)NC1=C(C=CC=C1)CNC)Cl ((2,5-dichloro-pyrimidin-4-yl)-(2-methylaminomethyl-phenyl)-amine), 8-[5-chloro-4-(2-methylaminomethyl-phenylamino)-pyrimidin-2-ylamino]-2-methyl-1,2,4,5-tetrahydro-benzo[c]azepin-3-one. HCl salt. Product: ClC=1C(=NC(=NC1)NC=1C=CC2=C(CN(C(CC2)=O)C)C1)NC1=C(C=CC=C1)CNC (8-[5-Chloro-4-(2-methylaminomethyl-phenylamino)-pyrimidin-2-ylamino]-2-methyl-1,2,4,5-tetrahydro-benzo[c]azepin-3-one). Reaction SMILES: [NH2:1][C:2]1[CH:3]=[CH:4][C:5]2[CH2:11][CH2:10][C:9](=[O:12])[N:8]([CH3:13])[CH2:7][C:6]=2[CH:14]=1.Cl[C:16]1[N:21]=[C:20]([NH:22][C:23]2[CH:28]=[CH:27][CH:26]=[CH:25][C:24]=2[CH2:29][NH:30][CH3:31])[C:19]([Cl:32])=[CH:18][N:17]=1>>[Cl:32][C:19]1[C:20]([NH:22][C:23]2[CH:28]=[CH:27][CH:26]=[CH:25][C:24]=2[CH2:29][NH:30][CH3:31])=[N:21][C:16]([NH:1][C:2]2[CH:3]=[CH:4][C:5]3[CH2:11][CH2:10][C:9](=[O:12])[N:8]([CH3:13])[CH2:7][C:6]=3[CH:14]=2)=[N:17][CH:18]=1. Reported procedure: Following a procedure analogous to Example 1741e, 8-amino-2-methyl-1,2,4,5-tetrahydro-benzo[c]azepin-3-one and (2,5-dichloro-pyrimidin-4-yl)-(2-methylaminomethyl-phenyl)-amine (TFA salt) was converted to 8-[5-chloro-4-(2-methylaminomethyl-phenylamino)-pyrimidin-2-ylamino]-2-methyl-1,2,4,5-tetrahydro-benzo[c]azepin-3-one. HCl salt: 1H NMR (300 MHz, CD3OD) δ 8.18 (s, 1H), 7.6 (m, 3H), 7.52 (d, 1H), 7.1 (m, 3H), 4.41 (s, 2H), 4.18 (s, 2H), 3.07 (t, 2H), 2.97 (s, 3H), 2.89 (t, 2H), 2.65 (s, 3H); MS ... The reactants are CN(C(C(=S)N)C1=NC=CC=C1)C (2-dimethylamino-2-(2-pyridyl)thioacetamide), CN (methylamine), C([O-])([O-])=O.[Na+].[Na+] (sodium carbonate). Yields the product CN(C(C(=S)NC)C1=NC=CC=C1)C (2-dimethylamino-N-methyl-2-(2-pyridyl)thioacetamide). RXN SMILES: [CH3:1][N:2]([CH3:13])[CH:3]([C:7]1[CH:12]=[CH:11][CH:10]=[CH:9][N:8]=1)[C:4]([NH2:6])=[S:5].CN.[C:16](=O)([O-])[O-].[Na+].[Na+]>>[CH3:1][N:2]([CH3:13])[CH:3]([C:7]1[CH:12]=[CH:11][CH:10]=[CH:9][N:8]=1)[C:4]([NH:6][CH3:16])=[S:5] |f:2.3.4|. Procedure: A mixture of 7.5 g. of 2-dimethylamino-2-(2-pyridyl)thioacetamide and 15 ml. of 30% aqueous methylamine is heated for 30 minutes, then cooled and 25 ml. of 5% aqueous sodium carbonate solution is added. The solution is extracted with chloroform, the organic solution is dried and concentrated and the residue is recrystallized to give 2-dimethylamino-N-methyl-2-(2-pyridyl)thioacetamide. Reactants: [OH-].[K+] (KOH), FC1=CC=C(C=C1)C=1N(C(=C(C1C1=CC=CC=C1)C(NC1=CC=CC=C1)=O)C(C)C)CCC(CC(CC(=O)OCC)=O)=O (7-[2-(4-fluorophenyl)-5-isopropyl-3-phenyl-4-phenylcarbamoyl-pyrrol-1-yl]-3,5-dioxo-heptanoic acid, ethyl ester), Br (HBr), RuCl2, C(C1=CC=CC=C1)=O (benzaldehyde), p-TsOH monohydrate, CC(C)(C)[O-].[K+] (KOtBu). The reagents and catalysts are CCN(CC)CC (NEt3). Run in O (water), CCO (EtOH), C1CCOC1 (THF). Reaction conditions: temperature 55 celsius, time 2 hour. Product: C1(=CC=CC=C1)NC(=O)C1=C(N(C(=C1C1=CC=CC=C1)C1=CC=C(C=C1)F)CC[C@H]1OC(C[C@@H](C1)O)=O)C(C)C (5-(4-fluorophenyl)-1-[2-((2R,4R)-4-hydroxy-6-oxo-tetrahydro-pyran-2-yl)-ethyl]-2-isopropyl-4-phenyl-1H-pyrrole-3-carboxylic acid phenylamide). Reaction SMILES: [F:1][C:2]1[CH:7]=[CH:6][C:5]([C:8]2[N:9]([CH2:31][CH2:32][C:33](=O)[CH2:34][C:35](=[O:42])[CH2:36][C:37]([O:39]CC)=[O:38])[C:10]([CH:28]([CH3:30])[CH3:29])=[C:11]([C:19](=[O:27])[NH:20][C:21]3[CH:26]=[CH:25][CH:24]=[CH:23][CH:22]=3)[C:12]=2[C:13]2[CH:18]=[CH:17][CH:16]=[CH:15][CH:14]=2)=[CH:4][CH:3]=1.Br.C(=O)C1C=CC=CC=1.CC([O-])(C)C.[K+].[OH-].[K+]>CCN(CC)CC.O.C1COCC1.CCO>[C:21]1([NH:20][C:19]([C:11]2[C:12]([C:13]3[CH:14]=[CH:15][CH:16]=[CH:17][CH:18]=3)=[C:8]([C:5]3[CH:4]=[CH:3][C:2]([F:1])=[CH:7][CH:6]=3)[N:9]([CH2:31][CH2:32][C@@H:33]3[CH2:34][C@@H:35]([OH:42])[CH2:36][C:37](=[O:39])[O:38]3)[C:10]=2[CH:28]([CH3:30])[CH3:29])=[O:27])[CH:26]=[CH:25][CH:24]=[CH:23][CH:22]=1 |f:3.4,5.6|. Procedure details: A nitrogen inerted pressure reactor is charged with 7-[2-(4-fluorophenyl)-5-isopropyl-3-phenyl-4-phenylcarbamoyl-pyrrol-1-yl]-3,5-dioxo-heptanoic acid, ethyl ester (100.0 mmol) and EtOH (250 μL). The resulting slurry is heated with stirring to ca. 55° C. to afford a homogeneous solution. The vessel and its contents are degassed via three 50 psi pressure purges with argon. Under a steady flow of argon, 1 M ethanolic HBr (7.0 mmol) and the RuCl2([(R)-BINAP] NEt3 catalyst (0.5 mmol) are added, and ...